Task: describe an organic reaction: reactants, conditions, products, and yield. Dataset: the Open Reaction Database (ORD), a public repository of structured organic reaction records Starting materials: tert-butyl ester, C[Si]1(CCN(CC1)C=1C=CC(=NC1)N1CCN(C2=CC=CC=C12)C(=O)O)C1=CC=CC=C1 (4-[5-(4-methyl-4-phenyl-[1,4]azasilinan-1-yl)-pyridin-2-yl]-3,4-dihydro-2H-quinoxaline-1-carboxylic acid), solution, Cl (hydrochloric acid). The solvent is ClCCl (dichloromethane), O1CCOCC1 (dioxane). Run at time 16 hour. Product: C[Si]1(CCN(CC1)C=1C=CC(=NC1)N1CCNC2=CC=CC=C12)C1=CC=CC=C1 (1-[5-(4-methyl-4-phenyl[1,4]azasilinan-1-yl)-pyridin-2-yl]-1,2,3,4-tetrahydroquinoxaline). RXN SMILES: [CH3:1][Si:2]1([C:27]2[CH:32]=[CH:31][CH:30]=[CH:29][CH:28]=2)[CH2:7][CH2:6][N:5]([C:8]2[CH:9]=[CH:10][C:11]([N:14]3[C:23]4[C:18](=[CH:19][CH:20]=[CH:21][CH:22]=4)[N:17](C(O)=O)[CH2:16][CH2:15]3)=[N:12][CH:13]=2)[CH2:4][CH2:3]1.Cl>ClCCl.O1CCOCC1>[CH3:1][Si:2]1([C:27]2[CH:32]=[CH:31][CH:30]=[CH:29][CH:28]=2)[CH2:3][CH2:4][N:5]([C:8]2[CH:9]=[CH:10][C:11]([N:14]3[C:23]4[C:18](=[CH:19][CH:20]=[CH:21][CH:22]=4)[NH:17][CH2:16][CH2:15]3)=[N:12][CH:13]=2)[CH2:6][CH2:7]1. Procedure: 0.43 g of tert-butyl ester of 4-[5-(4-methyl-4-phenyl-[1,4]azasilinan-1-yl)-pyridin-2-yl]-3,4-dihydro-2H-quinoxaline-1-carboxylic acid is put in 50 mL of dichloromethane and after cooling on an ice bath, 3.5 mL of a 4N solution of hydrochloric acid in dioxane is added. The reaction mixture is stirred for 16 h. After concentration, the mixture is taken up in dichloromethane, and neutralized by adding a saturated solution of sodium bicarbonate. After decanting, the aqueous phase is extracted with ... Reactants: CNC, CO, ClC(Cl)Cl, Cc1nnc(CNC(=O)CCl)n1-c1ccc(Cl)cc1C(=O)c1ccccc1. Product: Cc1nnc(CNC(=O)CN(C)C)n1-c1ccc(Cl)cc1C(=O)c1ccccc1. RXN SMILES: [CH3:28][NH:29][CH3:30].[CH3:31][OH:32].[CH:33]([Cl:34])([Cl:35])[Cl:36].[Cl:1][c:2]1[cH:3][cH:4][c:5](-[n:16]2[c:17]([CH2:22][NH:23][C:24]([CH2:25][Cl:26])=[O:27])[n:18][n:19][c:20]2[CH3:21])[c:6]([C:7](=[O:8])[c:9]2[cH:10][cH:11][cH:12][cH:13][cH:14]2)[cH:15]1>>[Cl:1][c:2]1[cH:3][cH:4][c:5](-[n:16]2[c:17]([CH2:22][NH:23][C:24]([CH2:25][N:29]([CH3:28])[CH3:30])=[O:27])[n:18][n:19][c:20]2[CH3:21])[c:6]([C:7](=[O:8])[c:9]2[cH:10][cH:11][cH:12][cH:13][cH:14]2)[cH:15]1. The reactants are C1(=CC=CC=C1)C1OCC(O1)COC (2-phenyl 4-methoxymethyl 1,3-dioxolane), C(C)(=O)OCC (Ethyl acetate), BrN1C(CCC1=O)=O (N-bromosuccinimide), CCCCCCC (Heptane). The solvent is ClC(C)Cl (dichloroethane). Run at time 1 hour. Product: C(C1=CC=CC=C1)(=O)OC(CBr)COC (1-bromo-3-methoxy-2-propanol benzoate). The yield is 93.0%. Reaction SMILES: [C:1]1([CH:7]2[O:11][CH:10]([CH2:12][O:13][CH3:14])[CH2:9][O:8]2)[CH:6]=[CH:5][CH:4]=[CH:3][CH:2]=1.[Br:15]N1C(=O)CCC1=O.CCCCCCC.C(OCC)(=O)C>ClC(Cl)C>[C:7]([O:11][CH:10]([CH2:12][O:13][CH3:14])[CH2:9][Br:15])(=[O:8])[C:1]1[CH:6]=[CH:5][CH:4]=[CH:3][CH:2]=1. Procedure: To a solution of 13.6 g (0.07 mol) of 2-phenyl 4-methoxymethyl 1,3-dioxolane (S) (Austr. J. Chem. 761, 29. 1976) in 40 ml of dichloroethane, are gradually added 12.5 g (0.07 mol) of N-bromosuccinimide while keeping temperature at 25° C. After 1 h of stirring, the reaction medium is poured on water. The organic phase is washed with a solution of sodium thiosulphate, and then with water, dried over magnesium sulphate and concentrated. The product is obtained with a 93% yield, after chromatography ... The reactants are NC1=C(C(=NN1C(=O)OC(C)(C)C)C1=CC=C(OCC2=CC=C(C=C2)C2=C(N=C(S2)N2CC3=C(C=CC=C3CC2)C(N(COCC[Si](C)(C)C)C=2SC3=C(N2)C=CC=C3)=O)C(=O)OCC)C=C1)C#N (ethyl 5-(4-((4-(5-amino-1-(tert-butoxycarbonyl)-4-cyano-1H-pyrazol-3-yl)phenoxy)methyl)phenyl)-2-(8-(benzo[d]thiazol-2-yl((2-(trimethylsilyl)ethoxy)methyl)carbamoyl)-3,4-dihydroisoquinolin-2(1H)-yl)thiazole-4-carboxylate), C(C1=CC=CC=C1)OC1=CC=C(C=C1)O (4-(benzyloxy)phenol), NC1=C(C(=NN1C(=O)OC(C)(C)C)C1=CC=C(C=C1)O)C#N (tert-butyl 5-amino-4-cyano-3-(4-hydroxyphenyl)-1H-pyrazole-1-carboxylate), N1(CCCC1)CCO (2-(pyrrolidin-1-yl)ethanol). Yields the product C(C1=CC=CC=C1)OC1=CC=C(OCCN2CCCC2)C=C1 (1-(2-(4-(benzyloxy)phenoxy)ethyl)pyrrolidine). RXN SMILES: NC1N(C(OC(C)(C)C)=O)N=C([C:14]2[CH:67]=[CH:66][C:17]([O:18][CH2:19][C:20]3[CH:25]=[CH:24][C:23](C4SC(N5CCC6C(=C(C(=O)N(C7SC8C=CC=CC=8N=7)COCC[Si](C)(C)C)C=CC=6)C5)=NC=4C(OCC)=O)=[CH:22][CH:21]=3)=[CH:16][CH:15]=2)C=1C#N.NC1N(C(OC(C)(C)C)=O)N=C(C2C=CC(O)=CC=2)C=1C#N.[N:92]1([CH2:97][CH2:98][OH:99])[CH2:96][CH2:95][CH2:94][CH2:93]1.C(OC1C=CC(O)=CC=1)C1C=CC=CC=1>>[CH2:19]([O:18][C:17]1[CH:16]=[CH:15][C:14]([O:99][CH2:98][CH2:97][N:92]2[CH2:96][CH2:95][CH2:94][CH2:93]2)=[CH:67][CH:66]=1)[C:20]1[CH:21]=[CH:22][CH:23]=[CH:24][CH:25]=1. Procedure details: Compound 106A was prepared in a similar manner to the synthesis of compound 35A by substituting compound 34D and compound 31F with 2-(pyrrolidin-1-yl)ethanol and 4-(benzyloxy)phenol, respectively: DCI (+)MS: 298 (M+H)+. Starting materials: C(C)(C)(C)OC(=O)N1[C@@H](CC(C1)=NOC)C(=O)O ((2S,4EZ)-1-(tert-butoxycarbonyl)-4-(methoxyimino)-2-pyrrolidinecarboxylic acid), CC1=C(C=CC=C1)C1=CC(=C(C=C1)C(=O)O)C (2′,3-dimethyl[1,1′-biphenyl]-4-carboxylic acid), NCC(=O)N (2-aminoacetamide). Yields the product NC(CNC(=O)[C@H]1N(CC(C1)=NOC)C(=O)C1=C(C=C(C=C1)C1=C(C=CC=C1)C)C)=O ((2S,4EZ)-N-(2-amino-2-oxoethyl)-1-[(2′,3-dimethyl[1,1′-biphenyl]-4-yl)carbonyl]-4-(methoxyimino)-2-pyrrolidinecarboxamide). As a reaction SMILES: C(O[C:6]([N:8]1[CH2:12][C:11](=[N:13][O:14][CH3:15])[CH2:10][C@H:9]1[C:16]([OH:18])=O)=[O:7])(C)(C)C.[CH3:19][C:20]1[CH:25]=[CH:24][CH:23]=[CH:22][C:21]=1[C:26]1[CH:31]=[CH:30][C:29](C(O)=O)=[C:28]([CH3:35])[CH:27]=1.[NH2:36][CH2:37][C:38]([NH2:40])=[O:39]>>[NH2:40][C:38](=[O:39])[CH2:37][NH:36][C:16]([C@@H:9]1[CH2:10][C:11](=[N:13][O:14][CH3:15])[CH2:12][N:8]1[C:6]([C:29]1[CH:30]=[CH:31][C:26]([C:21]2[CH:22]=[CH:23][CH:24]=[CH:25][C:20]=2[CH3:19])=[CH:27][C:28]=1[CH3:35])=[O:7])=[O:18]. Procedure: Following the general method as outlined in Example 22, starting from (2S,4EZ)-1-(tert-butoxycarbonyl)-4-(methoxyimino)-2-pyrrolidinecarboxylic acid, 2′,3-dimethyl[1,1′-biphenyl]-4-carboxylic acid, and 2-aminoacetamide, the title compound was obtained in 85% purity by HPLC. MS(ESI+): m/z=423. Starting materials: Fc1cccc(Cl)c1CBr, C=CCCC(=O)N1C(=O)OC(c2ccccc2)C1c1ccccc1, C1CCOC1, CC(C)[N-]C(C)C, [Li+]. Yields the product C=CCC(Cc1c(F)cccc1Cl)C(=O)N1C(=O)OC(c2ccccc2)C1c1ccccc1. As a reaction SMILES: [Br:33][CH2:34][c:35]1[c:36]([Cl:42])[cH:37][cH:38][cH:39][c:40]1[F:41].[C:1]([CH2:2][CH2:3][CH:4]=[CH2:5])(=[O:6])[N:7]1[C:8](=[O:24])[O:9][CH:10]([c:18]2[cH:19][cH:20][cH:21][cH:22][cH:23]2)[CH:11]1[c:12]1[cH:13][cH:14][cH:15][cH:16][cH:17]1.[CH2:43]1[O:44][CH2:45][CH2:46][CH2:47]1.[CH3:26][CH:27]([N-:28][CH:29]([CH3:30])[CH3:31])[CH3:32].[Li+:25]>>[C:1]([CH:2]([CH2:3][CH:4]=[CH2:5])[CH2:34][c:35]1[c:36]([Cl:42])[cH:37][cH:38][cH:39][c:40]1[F:41])(=[O:6])[N:7]1[C:8](=[O:24])[O:9][CH:10]([c:18]2[cH:19][cH:20][cH:21][cH:22][cH:23]2)[CH:11]1[c:12]1[cH:13][cH:14][cH:15][cH:16][cH:17]1. The reactants are COC(=O)c1cccc(CN)c1, O=C(O)c1ccc(-c2ccccc2)o1. The product is COC(=O)c1cccc(CNC(=O)c2ccc(-c3ccccc3)o2)c1. As a reaction SMILES: [CH3:15][O:16][C:17]([c:18]1[cH:19][c:20]([CH2:24][NH2:25])[cH:21][cH:22][cH:23]1)=[O:26].[c:1]1(-[c:7]2[cH:8][cH:9][c:10]([C:12](=[O:13])[OH:14])[o:11]2)[cH:2][cH:3][cH:4][cH:5][cH:6]1>>[c:1]1(-[c:7]2[cH:8][cH:9][c:10]([C:12](=[O:14])[NH:25][CH2:24][c:20]3[cH:19][c:18]([C:17]([O:16][CH3:15])=[O:26])[cH:23][cH:22][cH:21]3)[o:11]2)[cH:2][cH:3][cH:4][cH:5][cH:6]1. The yield is 72.3%. Reported procedure: A stirred mixture of 2-(2-ethoxy-5-nitrophenyl)-pyrido[3,2-d]pyrimidin-4(3H)-one (Example 19; 1.1 g, 0.00353 mol), stannous chloride dehydrate (4.0 g, 0.0177 mol) and ethanol (15 ml) was heated under reflux for 4 hours. The resulting mixture was allowed to cool, diluted with water (15 ml), adjusted to pH 8 with 2N aqueous sodium hydroxide solution, vigorously shaken with dichloromethane (30 ml), and then this mixture filtered. The aqueous phase was separated and extracted further with dichlorome... Solvent: O (water). The product is NC=1C=CC(=C(C1)C=1NC(C2=C(N1)C=CC=N2)=O)OCC (2- (5-Amino-2-ethoxyphenyl)pyrido [3,2-d]pyrimidin-4(3H)-one). Reactants: C(C)OC1=C(C=C(C=C1)[N+](=O)[O-])C=1NC(C2=C(N1)C=CC=N2)=O (2-(2-Ethoxy-5-nitrophenyl)pyrido[3,2-d]pyrimidin-4(3H)-one), stannous chloride, C(C)O (ethanol), [OH-].[Na+] (sodium hydroxide), ClCCl (dichloromethane). Reaction SMILES: [CH2:1]([O:3][C:4]1[CH:9]=[CH:8][C:7]([N+:10]([O-])=O)=[CH:6][C:5]=1[C:13]1[NH:14][C:15](=[O:23])[C:16]2[N:22]=[CH:21][CH:20]=[CH:19][C:17]=2[N:18]=1)[CH3:2].C(O)C.[OH-].[Na+].ClCCl>O>[NH2:10][C:7]1[CH:8]=[CH:9][C:4]([O:3][CH2:1][CH3:2])=[C:5]([C:13]2[NH:14][C:15](=[O:23])[C:16]3[N:22]=[CH:21][CH:20]=[CH:19][C:17]=3[N:18]=2)[CH:6]=1 |f:2.3|. Reactants: OCN1N=C(C2=CC=CC=C12)C1=CC=CC=C1 (1-Hydroxymethyl-3-phenylindazole), N1CCOCC1 (morpholine), [OH-].[Na+] (sodium hydroxide). The solvent is C(C)O (ethanol). Product: O1CCN(CC1)CN1N=C(C2=CC=CC=C12)C1=CC=CC=C1 (1-morpholinomethyl-3-phenylindazole). As a reaction SMILES: O[CH2:2][N:3]1[C:11]2[C:6](=[CH:7][CH:8]=[CH:9][CH:10]=2)[C:5]([C:12]2[CH:17]=[CH:16][CH:15]=[CH:14][CH:13]=2)=[N:4]1.[NH:18]1[CH2:23][CH2:22][O:21][CH2:20][CH2:19]1.[OH-].[Na+]>C(O)C>[O:21]1[CH2:22][CH2:23][N:18]([CH2:2][N:3]2[C:11]3[C:6](=[CH:7][CH:8]=[CH:9][CH:10]=3)[C:5]([C:12]3[CH:17]=[CH:16][CH:15]=[CH:14][CH:13]=3)=[N:4]2)[CH2:19][CH2:20]1 |f:2.3|. Reported procedure: 1-Hydroxymethyl-3-phenylindazole (2 g), morpholine (0.84 g) and 5% aqueous sodium hydroxide solution (1 ml) were dissolved in ethanol (30 ml), and the mixture was heated under reflux for 3 hours. After completion of the reaction, the mixture was concentrated under reduced pressure. The resulting oily residue was treated with ether-hydrochloric acid to obtain 1-morpholinomethyl-3-phenylindazole having a melting point between 166°-167° C (decomposition) after recrystallization from ethanol-ether.